Task: describe an organic reaction: reactants, conditions, products, and yield. Dataset: the Open Reaction Database (ORD), a public repository of structured organic reaction records The reactants are ClCC(CC(=O)OCC)=O (ethyl 4-chloro-3-oxo-butanoate), cyclohexylaldehyde, C(C)(=O)O (acetic acid), C(C1=CC=CC=C1)N (benzylamine). Solvent: CCOC(=O)C (AcOEt). Conditions: time 24 hour. Product: ClCC(C(=CC1CCCCC1)C(=O)OCC)=O (4-chloro-3-oxo-2-ethoxycarbonyl-1-cyclohexylbut-1-ene). RXN SMILES: [Cl:1][CH2:2][C:3](=[O:10])[CH2:4][C:5]([O:7][CH2:8][CH3:9])=[O:6].C(O)(=O)C.[CH2:15](N)[C:16]1[CH:21]=[CH:20][CH:19]=[CH:18][CH:17]=1>CCOC(C)=O>[Cl:1][CH2:2][C:3](=[O:10])[C:4]([C:5]([O:7][CH2:8][CH3:9])=[O:6])=[CH:15][CH:16]1[CH2:21][CH2:20][CH2:19][CH2:18][CH2:17]1. Procedure: A mixture of ethyl 4-chloro-3-oxo-butanoate (57.3 ml) , cyclohexylaldehyde (53.65 ml ) , acetic acid (2.75 ml) and benzylamine (4.38 ml) is kept for 24 hours at room temperature, then it is diluted with 150 ml of AcOEt and washed with 100 ml of water, then with a NaH2PO4 saturated solution. Solvent is evaporated off to obtain 108.43 g of 4-chloro-3-oxo-2-ethoxycarbonyl-1-cyclohexylbut-1-ene. Starting materials: C1CCOC1, COC(=O)c1ccc(N=C=O)c(C)c1, CC(C)(N)CO. The product is COC(=O)c1ccc(NC(=O)NC(C)(C)CO)c(C)c1. Reaction SMILES: [CH2:21]1[O:22][CH2:23][CH2:24][CH2:25]1.[N:1](=[C:2]=[O:3])[c:4]1[c:5]([CH3:14])[cH:6][c:7]([C:8](=[O:9])[O:10][CH3:11])[cH:12][cH:13]1.[NH2:15][C:16]([CH2:17][OH:18])([CH3:19])[CH3:20]>>[NH:1]([C:2](=[O:3])[NH:15][C:16]([CH2:17][OH:18])([CH3:19])[CH3:20])[c:4]1[c:5]([CH3:14])[cH:6][c:7]([C:8](=[O:9])[O:10][CH3:11])[cH:12][cH:13]1.